This data is from the Open Reaction Database (ORD), a public repository of structured organic reaction records. The task is: describe an organic reaction: reactants, conditions, products, and yield The reactants are BrC1=CN=C2N1C=CC(=N2)C(C)(O[Si](CC)(CC)CC)C (3-Bromo-7-(1-methyl-1-triethylsilanyloxyethyl)imidazo[1,2-α]pyrimidine), ClC1=NC(=NC=C1)C(C)(F)F (4-chloro-2-(1,1-difluoroethyl)pyrimidine). The product is FC(C)(F)C1=NC=CC(=N1)C1=CN=C2N1C=CC(=N2)C(C)(O[Si](CC)(CC)CC)C (3-[2-(1,1-difluoroethyl)pyrimidin-4-yl]-7-(1-methyl-1-triethylsilanyloxyethyl)imidazo[1,2-α]pyrimidine). Reaction SMILES: Br[C:2]1[N:6]2[CH:7]=[CH:8][C:9]([C:11]([CH3:21])([O:13][Si:14]([CH2:19][CH3:20])([CH2:17][CH3:18])[CH2:15][CH3:16])[CH3:12])=[N:10][C:5]2=[N:4][CH:3]=1.Cl[C:23]1[CH:28]=[CH:27][N:26]=[C:25]([C:29]([F:32])([F:31])[CH3:30])[N:24]=1>>[F:31][C:29]([C:25]1[N:26]=[C:27]([C:2]2[N:6]3[CH:7]=[CH:8][C:9]([C:11]([CH3:21])([O:13][Si:14]([CH2:19][CH3:20])([CH2:17][CH3:18])[CH2:15][CH3:16])[CH3:12])=[N:10][C:5]3=[N:4][CH:3]=2)[CH:28]=[CH:23][N:24]=1)([F:32])[CH3:30]. Reported procedure: 3-Bromo-7-(1-methyl-1-triethylsilanyloxyethyl)imidazo[1,2-α]pyrimidine (567 mg, 1.4 mmol) and 4-chloro-2-(1,1-difluoroethyl)pyrimidine (209 mg, 1.17 mmol) were reacted together as described in Example 39, Step 1. Purification by column chromatography on silica using 3% MeOH/CH2Cl2 gave 3-[2-(1,1-difluoroethyl)pyrimidin-4-yl]-7-(1-methyl-1-triethylsilanyloxyethyl)imidazo[1,2-α]pyrimidine.